This data is from the Open Reaction Database (ORD), a public repository of structured organic reaction records. The task is: describe an organic reaction: reactants, conditions, products, and yield Reactants: ClC1=NC2=CC=CC=C2C(=N1)Cl (2,4-dichloroquinazoline), [H-].[Na+] (sodium hydride), C1(CCCCC1)N (cyclohexylamine), C(C)(C)C1=NNC(=C1)C(C)C (3,5-diisopropylpyrazole). Run in C(C)N(CC)CC (triethylamine). Yields the product Cl.C1(CCCCC1)NC1=NC(=NC2=CC=CC=C12)N1N=C(C=C1C(C)C)C(C)C (Cyclohexyl-[2-(3,5-diisopropyl-pyrazol-1-yl)-quinazolin-4-yl]-amine, Hydrochloride). As a reaction SMILES: [Cl:1][C:2]1[N:11]=[C:10](Cl)[C:9]2[C:4](=[CH:5][CH:6]=[CH:7][CH:8]=2)[N:3]=1.[CH:13]1([NH2:19])[CH2:18][CH2:17][CH2:16][CH2:15][CH2:14]1.[CH:20]([C:23]1[CH:27]=[C:26]([CH:28]([CH3:30])[CH3:29])[NH:25][N:24]=1)([CH3:22])[CH3:21].[H-].[Na+]>C(N(CC)CC)C>[ClH:1].[CH:13]1([NH:19][C:10]2[C:9]3[C:4](=[CH:5][CH:6]=[CH:7][CH:8]=3)[N:3]=[C:2]([N:24]3[C:23]([CH:20]([CH3:21])[CH3:22])=[CH:27][C:26]([CH:28]([CH3:30])[CH3:29])=[N:25]3)[N:11]=2)[CH2:18][CH2:17][CH2:16][CH2:15][CH2:14]1 |f:3.4,6.7|. Reported procedure: Was prepared according to Method A from 2,4-dichloroquinazoline, cyclohexylamine and 3,5-diisopropylpyrazole with sodium hydride as base instead of triethylamine. Mp. 83.4-85.3° C. The reactants are CC(NC(=O)CN)C(=O)OCc1ccccc1, ClCCl, CN1CCOCC1, CC(C)(C)OC(=O)NC(Cc1ccc(O)cc1)C(=O)Oc1cc(Cl)c(Cl)cc1Cl, Cl. Product: CC(NC(=O)CNC(=O)C(Cc1ccc(O)cc1)NC(=O)OC(C)(C)C)C(=O)OCc1ccccc1. Reaction SMILES: [CH2:31]([c:32]1[cH:33][cH:34][cH:35][cH:36][cH:37]1)[O:38][C:39]([CH:40]([NH:41][C:42]([CH2:43][NH2:44])=[O:45])[CH3:46])=[O:47].[CH2:55]([Cl:56])[Cl:57].[CH3:48][N:49]1[CH2:50][CH2:51][O:52][CH2:53][CH2:54]1.[Cl:1][c:2]1[cH:3][c:4]([Cl:5])[c:6]([Cl:7])[cH:8][c:9]1[O:10][C:11]([CH:12]([NH:13][C:14](=[O:15])[O:16][C:17]([CH3:18])([CH3:19])[CH3:20])[CH2:21][c:22]1[cH:23][cH:24][c:25]([OH:28])[cH:26][cH:27]1)=[O:29].[ClH:30]>>[C:11]([CH:12]([NH:13][C:14](=[O:15])[O:16][C:17]([CH3:18])([CH3:19])[CH3:20])[CH2:21][c:22]1[cH:23][cH:24][c:25]([OH:28])[cH:26][cH:27]1)(=[O:29])[NH:44][CH2:43][C:42]([NH:41][CH:40]([C:39]([O:38][CH2:31][c:32]1[cH:33][cH:34][cH:35][cH:36][cH:37]1)=[O:47])[CH3:46])=[O:45]. Starting materials: Cl(=O)[O-].[Na+] (Sodium chlorite), CC(C)=CC (2-methyl-2-butene), CC(C)=CC (2-methyl-2-butene), Cl(=O)[O-].[Na+] (sodium chlorite), COC=1C=2N(C=C(C1)C=1C=NN(C1)C)N=CC2C=O (4-methoxy-6-(1-methyl-1H-pyrazol-4-yl)pyrazolo[1,5-a]pyridine-3-carbaldehyde), P(=O)(O)(O)[O-].[Na+] (sodium dihydrogen phosphate). Run in C(C)(=O)OCC (ethyl acetate), C(CCC)O (n-butanol), O (water). Reaction conditions: time 5 minute. Product: COC=1C=2N(C=C(C1)C=1C=NN(C1)C)N=CC2C(=O)O (4-methoxy-6-(1-methyl-1H-pyrazol-4-yl)pyrazolo[1,5-a]pyridine-3-carboxylic acid). As a reaction SMILES: [CH3:1][O:2][C:3]1[C:4]2[N:5]([N:15]=[CH:16][C:17]=2[CH:18]=[O:19])[CH:6]=[C:7]([C:9]2[CH:10]=[N:11][N:12]([CH3:14])[CH:13]=2)[CH:8]=1.P([O-])(O)(O)=[O:21].[Na+].CC(=CC)C.Cl([O-])=O.[Na+]>O.C(OCC)(=O)C.C(O)CCC>[CH3:1][O:2][C:3]1[C:4]2[N:5]([N:15]=[CH:16][C:17]=2[C:18]([OH:21])=[O:19])[CH:6]=[C:7]([C:9]2[CH:10]=[N:11][N:12]([CH3:14])[CH:13]=2)[CH:8]=1 |f:1.2,4.5|. Reported procedure: To a suspension of 4-methoxy-6-(1-methyl-1H-pyrazol-4-yl)pyrazolo[1,5-a]pyridine-3-carbaldehyde (25.0 mg, 0.098 mmol) in water (1 ml) was added sodium dihydrogen phosphate (82 mg, 0.68 mmol). After 5 minutes, n-butanol (5 ml), 2-methyl-2-butene (0.145 ml, 1.37 mmol), and sodium chlorite (79 mg, 0.88 mmol) were added. After 3 hours, LCMS indicated incomplete conversion to product. Sodium chlorite (44 mg, 0.49 mmol) and 2-methyl-2-butene (0.104 ml, 0.98 mmol) were added. After 16 hours, reaction m... Solvent: C1(=CC=CC=C1)C (toluene). The yield is 16.4%. Reactants: C1(=CC=CC=C1)C1(C=CC(CC1)=O)C1=CC=CC=C1 (4,4-diphenyl-2-cyclohexen-1-one), C(C1=CC=CC=C1)N1C(O[C-]=C1)=O (3-benzyl-5-oxazolidone). Procedure: A solution of 4,4-diphenyl-2-cyclohexen-1-one (25 g) and 3-benzyl-5-oxazolidone (2.5 g) in dry toluene (100 cc) is heated to reflux for 2 hours 30 minutes. The reaction mixture is concentrated to dryness under reduced pressure (2.7 kPa). The residue is chromatographed on a column of silica gel (0.2-0.063 mm, diameter 4.5 cm, height 23 cm), eluting under a nitrogen pressure of 0.5 bar with a mixture of cyclohexane and ethyl acetate (80:20 by volume) and collecting 50-cc fractions. Fractions 13 to... As a reaction SMILES: [C:1]1([C:7]2([C:14]3[CH:19]=[CH:18][CH:17]=[CH:16][CH:15]=3)[CH2:12][CH2:11][C:10](=[O:13])[CH:9]=[CH:8]2)[CH:6]=[CH:5][CH:4]=[CH:3][CH:2]=1.[CH2:20]([N:27]1[CH:31]=[C-]O[C:28]1=O)[C:21]1[CH:26]=[CH:25][CH:24]=[CH:23][CH:22]=1>C1(C)C=CC=CC=1>[CH2:20]([N:27]1[CH2:31][CH:11]2[CH:12]([C:7]([C:14]3[CH:19]=[CH:18][CH:17]=[CH:16][CH:15]=3)([C:1]3[CH:2]=[CH:3][CH:4]=[CH:5][CH:6]=3)[CH2:8][CH2:9][C:10]2=[O:13])[CH2:28]1)[C:21]1[CH:26]=[CH:25][CH:24]=[CH:23][CH:22]=1. The product is C(C1=CC=CC=C1)N1CC2C(CCC(C2C1)=O)(C1=CC=CC=C1)C1=CC=CC=C1 ((3aRS,7aRS)-2-benzyl-7,7-diphenylperhydro-4-isoindolone). Procedure details: A 250 ml flask was equipped with an electric stirrer, thermowell, and nitrogen pad. It was loaded at room temperature with 24.9 g (0.15 moles) fluorene, 39.5 g (0.327 moles) chlorohexane, 2.9 g of tricaprylylmethylammonium chloride (0.007 moles), and 180 g (2.25 moles) 50% NaOH. No exotherm is observed. It was then heated at 50° C. until reaching 99+% conversion. The reaction took approximately 12 hours. While maintaining at 50° C., the liquid phases were separated (the solid NaCl remained suspe... Yields the product C(CCCCC)C1(C2=CC=CC=C2C=2C=CC=CC12)CCCCCC (9,9-di-n-hexylfluorene). Conditions: temperature 50 celsius, time 12 hour. As a reaction SMILES: C1C2CC3C(=CC=CC=3)C=2C=CC=1.Cl[CH2:15][CH2:16][CH2:17][CH2:18][CH2:19][CH3:20].[Cl-].[C:22]([C:31]([NH3+])([C:41](=O)[CH2:42][CH2:43][CH2:44][CH2:45][CH2:46][CH2:47][CH3:48])[C:32](=O)[CH2:33][CH2:34][CH2:35]CCCC)(=O)[CH2:23][CH2:24][CH2:25][CH2:26][CH2:27]CC.[OH-].[Na+]>>[CH2:15]([C:31]1([CH2:22][CH2:23][CH2:24][CH2:25][CH2:26][CH3:27])[C:32]2[CH:33]=[CH:34][CH:35]=[CH:48][C:47]=2[C:46]2[C:41]1=[CH:42][CH:43]=[CH:44][CH:45]=2)[CH2:16][CH2:17][CH2:18][CH2:19][CH3:20] |f:2.3,4.5|. The reactants are C1=CC=CC=2C3=CC=CC=C3CC12 (fluorene), ClCCCCCC (chlorohexane), [Cl-].C(CCCCCCC)(=O)C(C(CCCCCCC)=O)(C(CCCCCCC)=O)[NH3+] (tricaprylylmethylammonium chloride), [OH-].[Na+] (NaOH). Product: CC1=NC(=NC(=C1)C)N1C[C@H]2N(C[C@H]2CC1)C(=O)C1=C(C=CC=C1C1=NC(=NO1)C)F ((1S,6R)-3-(4,6-Dimethylpyrimidin-2-yl)-8-{[2-fluoro-6-(3-methyl-1,2,4-oxadiazol-5-yl)phenyl]carbonyl}-3,8-diazabicyclo[4.2.0]octane). Procedure: The title compound was prepared in a manner analogous to Intermediate 12, Step B substituting Intermediate 34 for (1R,6S) 3,8-diaza-bicyclo[4.2.0]octane-3-carboxylic acid tert-butyl ester and Intermediate 16 for 2-(3-methyl-1,2,4-oxadiazol-5-yl)benzoic acid. MS (ESI) mass calculated for C22H23FN6O2, 422.19; m/z found, 423.2. The reactants are [C@H]12CNCC[C@@H]2CN1C(=O)C1=C(C=CC=C1)C1=NC(=NO1)C ((1S,6R)-3,8-Diazabicyclo[4.2.0]octan-8-yl(2-(3-methyl-1,2,4-oxadiazol-5-yl)phenyl)methanone), CC1=NOC(=N1)C1=C(C(=O)O)C=CC=C1 (2-(3-methyl-1,2,4-oxadiazol-5-yl)benzoic acid), C(C)(C)(C)OC(=O)N1C[C@@H]2NC[C@@H]2CC1 ((1R,6S) 3,8-diaza-bicyclo[4.2.0]octane-3-carboxylic acid tert-butyl ester), FC1=C(C(=O)O)C(=CC=C1)C1=NC(=NO1)C (2-Fluoro-6-(3-methyl-1,2,4-oxadiazol-5-yl)benzoic acid). RXN SMILES: [C@H:1]12[N:8](C(C3C=CC=CC=3C3ON=C(C)N=3)=O)C[C@H:6]1[CH2:5][CH2:4]N[CH2:2]2.C(O[C:28]([N:30]1[CH2:37][CH2:36][C@@H:35]2[C@@H:32]([NH:33][CH2:34]2)[CH2:31]1)=O)(C)(C)C.[F:38][C:39]1[CH:47]=[CH:46][CH:45]=[C:44]([C:48]2[O:52][N:51]=[C:50]([CH3:53])[N:49]=2)[C:40]=1[C:41]([OH:43])=O.CC1N=C(C2C=CC=CC=2C(O)=O)O[N:56]=1>>[CH3:4][C:5]1[CH:6]=[C:1]([CH3:2])[N:8]=[C:28]([N:30]2[CH2:37][CH2:36][C@H:35]3[C@H:32]([N:33]([C:41]([C:40]4[C:44]([C:48]5[O:52][N:51]=[C:50]([CH3:53])[N:49]=5)=[CH:45][CH:46]=[CH:47][C:39]=4[F:38])=[O:43])[CH2:34]3)[CH2:31]2)[N:56]=1.